This data is from the Open Reaction Database (ORD), a public repository of structured organic reaction records. The task is: describe an organic reaction: reactants, conditions, products, and yield Reactants: O=C([O-])[O-], CC1CO1, Cc1ccc(C)c(O)c1, CCO, [K+], [K+]. Yields the product CC(=O)COc1cc(C)ccc1C. RXN SMILES: [C:14](=[O:15])([O-:16])[O-:17].[CH2:10]1[CH:11]([CH3:12])[O:13]1.[CH3:1][c:2]1[c:3]([OH:9])[cH:4][c:5]([CH3:8])[cH:6][cH:7]1.[CH3:20][CH2:21][OH:22].[K+:18].[K+:19]>>[CH3:1][c:2]1[c:3]([O:9][CH2:10][C:11]([CH3:12])=[O:13])[cH:4][c:5]([CH3:8])[cH:6][cH:7]1. Reactants: C(=O)([O-])[O-].[Na+].[Na+] (Na2CO3), BrC1=CC=C(S1)C=O (5-Bromo-2-thiophenecarboxaldehyde), [O-][Mn](=O)(=O)=O.[K+] (KMnO4). The solvent is CC(=O)C (acetone). Reaction conditions: time 1 hour. Yields the product BrC1=CC=C(S1)C(=O)O (5-Bromo-2-thiophenecarboxylic acid). Isolated yield 28.0%. RXN SMILES: [Br:1][C:2]1[S:6][C:5]([CH:7]=[O:8])=[CH:4][CH:3]=1.C([O-])([O-])=[O:10].[Na+].[Na+].[O-][Mn](=O)(=O)=O.[K+]>CC(C)=O>[Br:1][C:2]1[S:6][C:5]([C:7]([OH:10])=[O:8])=[CH:4][CH:3]=1 |f:1.2.3,4.5|. Reported procedure: 5-Bromo-2-thiophenecarboxaldehyde (1.0 g;5.24 mmol) was dissolved in acetone (4 ml) and treated with 20% Na2CO3 (aq) (0.53 ml). KMnO4 (0.827;5.24 mmol) was added portionwise and the solution stirred for 1 hour at RT. The reaction mixture was filtered through kieselguhr and the filtrate treated with H2O2 (0.8 ml of a 27% solution in water). When all effervesence had ceased, the aqueous was acidified with conc.HCl(aq) and a yellow solid precipitated. The suspension was extracted with EtOAc, the ex...